From a dataset of the Open Reaction Database (ORD), a public repository of structured organic reaction records. describe an organic reaction: reactants, conditions, products, and yield Starting materials: OC[C@H](CC1=CC=C(C=C1)[N+](=O)[O-])NC(OC(C)(C)C)=O (tert-butyl N-[(1S)-2-hydroxy-1-(4-nitrobenzyl)ethyl]carbamate), COC(C)(C)OC (2,2-dimethoxypropane), O.C1(=CC=C(C=C1)S(=O)(=O)O)C (p-toluenesulfonic acid monohydrate). Run in ClCCl (dichloromethane). Run at time 15 hour. Product: [N+](=O)([O-])C1=CC=C(C[C@@H]2N(C(OC2)(C)C)C(=O)OC(C)(C)C)C=C1 (tert-butyl (S)-4-(4-nitrobenzyl)-2,2-dimethyl-1,3-oxazolidine-3-carboxylate). RXN SMILES: [OH:1][CH2:2][C@@H:3]([NH:14][C:15](=[O:21])[O:16][C:17]([CH3:20])([CH3:19])[CH3:18])[CH2:4][C:5]1[CH:10]=[CH:9][C:8]([N+:11]([O-:13])=[O:12])=[CH:7][CH:6]=1.CO[C:24](OC)([CH3:26])[CH3:25].O.C1(C)C=CC(S(O)(=O)=O)=CC=1>ClCCl>[N+:11]([C:8]1[CH:7]=[CH:6][C:5]([CH2:4][C@H:3]2[CH2:2][O:1][C:24]([CH3:26])([CH3:25])[N:14]2[C:15]([O:16][C:17]([CH3:18])([CH3:20])[CH3:19])=[O:21])=[CH:10][CH:9]=1)([O-:13])=[O:12] |f:2.3|. Procedure details: A mixture of tert-butyl N-[(1S)-2-hydroxy-1-(4-nitrobenzyl)ethyl]carbamate (22.3 g), 2,2-dimethoxypropane (46.3 ml), p-toluenesulfonic acid monohydrate (1.43 g) and dichloromethane (200 ml) was stirred at room temperature for 15 hours. The reaction mixture was washed with saturated aqueous sodium bicarbonate and brine, dried over magnesium sulfate and evaporated in vacuo. The residue was triturated with isopropyl ether to give tert-butyl (S)-4-(4-nitrobenzyl)-2,2-dimethyl-1,3-oxazolidine-3-carbo...